From a dataset of the Open Reaction Database (ORD), a public repository of structured organic reaction records. describe an organic reaction: reactants, conditions, products, and yield Reactants: CC1=C(C=CC(=C1)Cl)OCC(=O)O (MCPA), 20, CC1=C(C=CC(=C1)Cl)OCC(=O)O (MCPA), [OH-].[K+] (potassium hydroxide). Solvent: CO (methanol). Product: CC1=C(C=CC(=C1)Cl)OCC(=O)[O-].[K+] (MCPA-potassium). Isolated yield 100.0%. Reaction SMILES: [CH3:1][C:2]1[CH:7]=[C:6]([Cl:8])[CH:5]=[CH:4][C:3]=1[O:9][CH2:10][C:11]([OH:13])=[O:12].[OH-].[K+:15]>CO>[CH3:1][C:2]1[CH:7]=[C:6]([Cl:8])[CH:5]=[CH:4][C:3]=1[O:9][CH2:10][C:11]([O-:13])=[O:12].[K+:15] |f:1.2,4.5|. Procedure: A melt of 20 parts (0.1 mol) of MCPA (94.7%) is reacted with 100 ml of 1 molar methanolic potassium hydroxide solution (0.1 mol) at 130° C. with removal of methanol by distillation. After complete removal of methanol by distillation, 25.1 parts of MCPA-potassium are obtained, containing 73.3% of MCPA of m.p. 200-205° C., which corresponds to a yield of 100%.